Dataset: the Open Reaction Database (ORD), a public repository of structured organic reaction records. Task: describe an organic reaction: reactants, conditions, products, and yield Reactants: N#CC1CC(c2ccccc2)c2ccccc21, ClC1CC(c2ccccc2)c2ccccc21, N#C[Na], CN(C)C=O, O. Product: N#CC1CCc2ccccc21. RXN SMILES: [C:1](#[N:2])[CH:3]1[CH2:4][CH:5]([c:12]2[cH:13][cH:14][cH:15][cH:16][cH:17]2)[c:6]2[cH:7][cH:8][cH:9][cH:10][c:11]21.[Cl:18][CH:19]1[c:20]2[c:21]([cH:22][cH:23][cH:24][cH:25]2)[CH:26]([c:27]2[cH:28][cH:29][cH:30][cH:31][cH:32]2)[CH2:33]1.[Na:34][C:35]#[N:36].[O:37]=[CH:38][N:39]([CH3:40])[CH3:41].[OH2:42]>>[C:1](#[N:2])[CH:3]1[CH2:4][CH2:5][c:6]2[cH:7][cH:8][cH:9][cH:10][c:11]21.